This data is from the Open Reaction Database (ORD), a public repository of structured organic reaction records. The task is: describe an organic reaction: reactants, conditions, products, and yield Starting materials: OC1=CC(N(C=C1)CCC1=CC2=C(CCN(CC2)C(C(F)(F)F)=O)C=C1)=O (4-Hydroxy-1-{2-[3-(2,2,2-trifluoro-acetyl)-2,3,4,5-tetrahydro-1H-3-benzazepin-7-yl]-ethyl}-1H-pyridin-2-one), FC=1C=CC(=NC1)CO ((5-fluoro-pyridin-2-yl)-methanol). Yields the product FC=1C=CC(=NC1)COC1=CC(N(C=C1)CCC1=CC2=C(CCN(CC2)C(C(F)(F)F)=O)C=C1)=O (4-(5-Fluoro-pyridin-2-ylmethoxy)-1-{2-[3-(2,2,2-trifluoro-acetyl)-2,3,4,5-tetrahydro-1H-3-benzazepin-7-yl]-ethyl}-1H-pyridin-2-one). Reaction SMILES: [OH:1][C:2]1[CH:7]=[CH:6][N:5]([CH2:8][CH2:9][C:10]2[CH:26]=[CH:25][C:13]3[CH2:14][CH2:15][N:16]([C:19](=[O:24])[C:20]([F:23])([F:22])[F:21])[CH2:17][CH2:18][C:12]=3[CH:11]=2)[C:4](=[O:27])[CH:3]=1.[F:28][C:29]1[CH:30]=[CH:31][C:32]([CH2:35]O)=[N:33][CH:34]=1>>[F:28][C:29]1[CH:30]=[CH:31][C:32]([CH2:35][O:1][C:2]2[CH:7]=[CH:6][N:5]([CH2:8][CH2:9][C:10]3[CH:26]=[CH:25][C:13]4[CH2:14][CH2:15][N:16]([C:19](=[O:24])[C:20]([F:21])([F:22])[F:23])[CH2:17][CH2:18][C:12]=4[CH:11]=3)[C:4](=[O:27])[CH:3]=2)=[N:33][CH:34]=1. Procedure details: 4-(5-Fluoro-pyridin-2-ylmethoxy)-1-{2-[3-(2,2,2-trifluoro-acetyl)-2,3,4,5-tetrahydro-1H-3-benzazepin-7-yl]-ethyl}-1H-pyridin-2-one is prepared following example 23.9 from 500 mg (1.32 mmol) 4-hydroxy-1-{2-[3-(2,2,2-trifluoro-acetyl)-2,3,4,5-tetrahydro-1H-3-benzazepin-7-yl]-ethyl}-1H-pyridin-2-one (preparation 21b) and 251 mg (1.97 mmol) (5-fluoro-pyridin-2-yl)-methanol. Reactants: Cl (hydrochloric acid), COC1=CC=C(C=C1)CCC(CCC1=CC=C(C=C1)OC)=O (1,5-Bis(4-methoxyphenyl)pentan-3-one), O1CCOCC1 (dioxane), Cl (hydrochloric acid). The reagents and catalysts are [Zn] (zinc). Solvent: O (water). Product: COC1=CC=C(C=C1)CCCCCC1=CC=C(C=C1)OC (1,5-Bis(4-methoxyphenyl)pentane). The yield is 111.0%. As a reaction SMILES: [CH3:1][O:2][C:3]1[CH:8]=[CH:7][C:6]([CH2:9][CH2:10][C:11](=O)[CH2:12][CH2:13][C:14]2[CH:19]=[CH:18][C:17]([O:20][CH3:21])=[CH:16][CH:15]=2)=[CH:5][CH:4]=1.O1CCOCC1.Cl>[Zn].O>[CH3:21][O:20][C:17]1[CH:16]=[CH:15][C:14]([CH2:13][CH2:12][CH2:11][CH2:10][CH2:9][C:6]2[CH:5]=[CH:4][C:3]([O:2][CH3:1])=[CH:8][CH:7]=2)=[CH:19][CH:18]=1. Procedure details: A mixture of 1,5-bis(4-methoxyphenyl)pentan-3-one of Example 7 (57 g, 0.19 mole), amalgamated zinc (200 g), dioxane (250 ml), concentrated hydrochloric acid (250 ml) and 150 ml of water was refluxed overnight. A further 50 ml of concentrated hydrochloric acid was added after the first 6 hours. The organic layer was separated, diluted with ether, washed with water, dried over anhydrous magnesium sulfate and concentrated to give 60 g of a thick oil. NMR and mass spectra confirmed the structure. The reactants are ClC1=C(CBr)C=C(C=C1)Cl (2,5-dichlorobenzyl bromide), NC1=NC=CC=C1O (2-amino-3hydroxypyridine), O (water). Reagents/catalysts: CCCCCCCC[N+](C)(CCCCCCCC)CCCCCCCC.[Cl-] (Adogen 464). Run in [OH-].[Na+] (sodium hydroxide), ClCCl (dichloromethane). Reaction conditions: time 16 hour. The product is NC1=NC=CC=C1OCC1=C(C=CC(=C1)Cl)Cl (2-Amino- 3-(2,5-dichlorobenzyloxy)pyridine). Reaction SMILES: [Cl:1][C:2]1[CH:9]=[CH:8][C:7]([Cl:10])=[CH:6][C:3]=1[CH2:4]Br.[NH2:11][C:12]1[C:17]([OH:18])=[CH:16][CH:15]=[CH:14][N:13]=1.O>[OH-].[Na+].ClCCl.CCCCCCCC[N+](CCCCCCCC)(CCCCCCCC)C.[Cl-]>[NH2:11][C:12]1[C:17]([O:18][CH2:4][C:3]2[CH:6]=[C:7]([Cl:10])[CH:8]=[CH:9][C:2]=2[Cl:1])=[CH:16][CH:15]=[CH:14][N:13]=1 |f:3.4,6.7|. Procedure details: A mixture of 2,5-dichlorobenzyl bromide (14.8 g, 75.9 mmol) and 2-amino-3hydroxypyridine (7.7 g, 69.7 mmol) in 40% aqueous sodium hydroxide solution (52 ml) and dichloromethane (52 ml) was treated with Adogen 464 (5 ml) and stirred vigorously at room temperature for 16 hours. More water was added and the product extracted into dichloromethane, dried, and the solvent evaporated to obtain the product after trituration with ether (8.6 g, 46%), m.p. 103°-104 ° C. Reactants: C(C)(C)(C)OC(NC1=C(C=C(C(=C1)C)C(F)(F)F)N)=O ((2-amino-5-methyl-4-trifluoromethyl-phenyl)-carbamic acid tert-butyl ester), C(C)(C)(C)OC(CC(=O)C1=CC(=CC=C1)C=1C=NC(=CC1C)C1CC1)=O (3-[3-(6-cyclopropyl-4-methyl-pyridin-3-yl)-phenyl]-3-oxo-propionic acid tert-butyl ester). Product: C(C)(C)(C)OC(NC1=C(C=C(C(=C1)C)C(F)(F)F)NC(CC(=O)C1=CC(=CC=C1)C=1C=NC(=CC1C)C1CC1)=O)=O ((2-{3-[3-(6-Cyclopropyl-4-methyl-pyridin-3-yl)-phenyl]-3-oxo-propionylamino}-5-methyl-4-trifluoromethyl-phenyl)-carbamic acid tert-butyl ester). RXN SMILES: [C:1]([O:5][C:6](=[O:20])[NH:7][C:8]1[CH:13]=[C:12]([CH3:14])[C:11]([C:15]([F:18])([F:17])[F:16])=[CH:10][C:9]=1[NH2:19])([CH3:4])([CH3:3])[CH3:2].C([O:25][C:26](=O)[CH2:27][C:28]([C:30]1[CH:35]=[CH:34][CH:33]=[C:32]([C:36]2[CH:37]=[N:38][C:39]([CH:43]3[CH2:45][CH2:44]3)=[CH:40][C:41]=2[CH3:42])[CH:31]=1)=[O:29])(C)(C)C>>[C:1]([O:5][C:6](=[O:20])[NH:7][C:8]1[CH:13]=[C:12]([CH3:14])[C:11]([C:15]([F:18])([F:17])[F:16])=[CH:10][C:9]=1[NH:19][C:26](=[O:25])[CH2:27][C:28]([C:30]1[CH:35]=[CH:34][CH:33]=[C:32]([C:36]2[CH:37]=[N:38][C:39]([CH:43]3[CH2:44][CH2:45]3)=[CH:40][C:41]=2[CH3:42])[CH:31]=1)=[O:29])([CH3:4])([CH3:2])[CH3:3]. Procedure: The title compound was prepared from (2-amino-5-methyl-4-trifluoromethyl-phenyl)-carbamic acid tert-butyl ester (Example J20) (218 mg, 0.75 mmol) and 3-[3-(6-cyclopropyl-4-methyl-pyridin-3-yl)-phenyl]-3-oxo-propionic acid tert-butyl ester (Example K33) (264 mg, 0.75 mmol) according to the general procedure M. Obtained as an amorphous light yellow substance (318 mg, 75%).